Dataset: the Open Reaction Database (ORD), a public repository of structured organic reaction records. Task: describe an organic reaction: reactants, conditions, products, and yield Reactants: C(C)(=O)[O-].[Mg+2].C(C)(=O)[O-] (magnesium acetate), Cl.NO (hydroxylamine hydrochloride), COC([C@@H](N)CC1=CC=CC=C1)=O (L-phenylalanine methyl ester), C(C)(=O)OC(C)=O (acetic anhydride), C(CC(=O)C)(=O)N[C@@H](CC(=O)O)C(=O)O (N-acetoacetylaspartic acid). Solvent: C(C)(=O)O (acetic acid), O (water), C1(=CC=CC=C1)C (toluene), C1(=CC=CC=C1)C (toluene). Run at temperature 50 celsius, time 8 hour. The product is 25.93, O.O.Cl.COC([C@@H](NC([C@@H](N)CC(O)=O)=O)CC1=CC=CC=C1)=O (L-aspartyl-L-phenylalanine methyl ester hydrochloride dihydrate). RXN SMILES: C([O-])(=[O:3])C.[Mg+2].C([O-])(=[O:8])C.C(OC(=O)C)(=O)C.C([NH:23][C@H:24]([C:29](O)=[O:30])[CH2:25][C:26]([OH:28])=[O:27])(=O)CC(C)=O.[CH3:32][O:33][C:34](=[O:44])[C@H:35]([CH2:37][C:38]1[CH:43]=[CH:42][CH:41]=[CH:40][CH:39]=1)[NH2:36].[ClH:45].NO>C(O)(=O)C.O.C1(C)C=CC=CC=1>[OH2:3].[OH2:8].[ClH:45].[CH3:32][O:33][C:34](=[O:44])[C@H:35]([CH2:37][C:38]1[CH:43]=[CH:42][CH:41]=[CH:40][CH:39]=1)[NH:36][C:29](=[O:30])[C@H:24]([CH2:25][C:26](=[O:27])[OH:28])[NH2:23] |f:0.1.2,6.7,11.12.13.14|. Reported procedure: 0.2 parts of magnesium acetate were dissolved in 11.4 parts by volume of acetic acid. To this solution was added 9.9 parts by volume of acetic anhydride, 120 parts by volume of toluene, and 21.72 parts of N-acetoacetylaspartic acid. The resulting mixture was heated at 50° C. under nitrogen for 1.5 hours, then cooled to 20°-25° C. A solution containing 17.92 parts L-phenylalanine methyl ester in 30 parts by volume of toluene was added dropwise over a 20 minute period and the mixture stirred overn...